Dataset: the Open Reaction Database (ORD), a public repository of structured organic reaction records. Task: describe an organic reaction: reactants, conditions, products, and yield Reactants: [N+](=O)([O-])C=1C=C2C(=NNC2=CC1)CN1C(C2=CC=CC=C2C1=O)=O (2-(5-Nitro-1H-indazol-3-ylmethyl)-isoindole-1,3-dione). The reagents and catalysts are [Pd] (Pd/C). The solvent is CO (methanol). The product is NC=1C=C2C(=NNC2=CC1)CN1C(C2=CC=CC=C2C1=O)=O (2-(5-Amino-1H-indazol-3-ylmethyl)-isoindole-1,3-dione). Isolated yield 95.3%. As a reaction SMILES: [N+:1]([C:4]1[CH:5]=[C:6]2[C:10](=[CH:11][CH:12]=1)[NH:9][N:8]=[C:7]2[CH2:13][N:14]1[C:22](=[O:23])[C:21]2[C:16](=[CH:17][CH:18]=[CH:19][CH:20]=2)[C:15]1=[O:24])([O-])=O>CO.[Pd]>[NH2:1][C:4]1[CH:5]=[C:6]2[C:10](=[CH:11][CH:12]=1)[NH:9][N:8]=[C:7]2[CH2:13][N:14]1[C:15](=[O:24])[C:16]2[C:21](=[CH:20][CH:19]=[CH:18][CH:17]=2)[C:22]1=[O:23]. Reported procedure: 2-(5-Nitro-1H-indazol-3-ylmethyl)-isoindole-1,3-dione (0.71 gm) was dissolved in methanol and hydrogenated at 1 atm. using 10% Pd/C (catalytic) for 18 hrs. The catalyst was filtered and the mixture evaporated to obtain 614 mg of title product. Reactants: CC(=O)OC(C)=O, Cc1cc(CO)c(CO)cn1, c1ccncc1. The product is CC(=O)OCc1cc(C)ncc1CO. Reaction SMILES: [CH3:12][C:13](=[O:14])[O:15][C:16](=[O:17])[CH3:18].[CH3:1][c:2]1[n:3][cH:4][c:5]([CH2:10][OH:11])[c:6]([CH2:8][OH:9])[cH:7]1.[cH:19]1[cH:20][cH:21][n:22][cH:23][cH:24]1>>[CH3:1][c:2]1[n:3][cH:4][c:5]([CH2:10][OH:11])[c:6]([CH2:8][O:9][C:13]([CH3:12])=[O:14])[cH:7]1. Starting materials: C1(CC1)COC1=C2C=CNC2=CC=C1 (4-cyclopropylmethyloxy-1H-indole), CN1CCC(CC1)=O (1-methyl-4-piperidone). Yields the product C1(CC1)COC1=C2C(=CNC2=CC=C1)C=1CCN(CC1)C (4-cyclopropylmethyloxy-3-(1-methyl-1,2,3,6-tetrahydropyridin-4-yl)-1H-indole). RXN SMILES: [CH:1]1([CH2:4][O:5][C:6]2[CH:14]=[CH:13][CH:12]=[C:11]3[C:7]=2[CH:8]=[CH:9][NH:10]3)[CH2:3][CH2:2]1.[CH3:15][N:16]1[CH2:21][CH2:20][C:19](=O)[CH2:18][CH2:17]1>>[CH:1]1([CH2:4][O:5][C:6]2[CH:14]=[CH:13][CH:12]=[C:11]3[C:7]=2[C:8]([C:19]2[CH2:20][CH2:21][N:16]([CH3:15])[CH2:17][CH:18]=2)=[CH:9][NH:10]3)[CH2:2][CH2:3]1. Procedure details: Beginning with 4.3 gm (22.9 mMol) 4-cyclopropylmethyloxy-1H-indole and 5.7 mL (45.9 mMol) 1-methyl-4-piperidone, 0.995 gm (33% based on recovered starting material) of the title compound were recovered as a light yellow solid. Reported procedure: To a solution of 2-(3-fluoro-4-methoxyphenyl)-4,4-dimethyl-4,5-dihydrooxazole (34.0 g) in dry tetrahydrofuran (300 ml) sec-butyllithium (140 ml of a 1.3 M solution in cyclohexane) was added dropwise at -78° C. with stirring, under nitrogen. The reaction mixture was stirred 15 mins, and carbon dioxide was bubbled below the surface. The reaction was stirred for 1 hr and water added dropwise. The mixture was basified with 10% sodium hydroxide solution and extracted with ethyl acetate. The aqueous e... The yield is 81.7%. The solvent is C(C)(=O)OC(C)=O (acetic anhydride). Starting materials: FC1=C(C(C(=O)O)=CC=C1OC)C(=O)O (3-fluoro-4-methoxyphthalic acid). Conditions: temperature -60 celsius. Yields the product FC1=C2C(C(=O)OC2=O)=CC=C1OC (3-fluoro-4-methoxyphthalic anhydride). As a reaction SMILES: [F:1][C:2]1[C:10]([O:11][CH3:12])=[CH:9][CH:8]=[C:4]([C:5]([OH:7])=O)[C:3]=1[C:13]([OH:15])=[O:14]>C(OC(=O)C)(=O)C>[F:1][C:2]1[C:10]([O:11][CH3:12])=[CH:9][CH:8]=[C:4]2[C:5]([O:15][C:13](=[O:14])[C:3]=12)=[O:7].